From a dataset of the Open Reaction Database (ORD), a public repository of structured organic reaction records. describe an organic reaction: reactants, conditions, products, and yield Yields the product CN1Cc2c(-c3nc(CNCc4ccccc4)no3)ncn2-c2ccccc2C1=O. Reaction SMILES: [Br:24][CH2:25][c:26]1[cH:27][cH:28][cH:29][cH:30][cH:31]1.[CH2:32]([N:33]([CH:34]([CH3:35])[CH3:36])[CH:37]([CH3:38])[CH3:39])[CH3:40].[CH2:41]([Cl:42])[Cl:43].[NH2:1][CH2:2][c:3]1[n:4][o:5][c:6](-[c:8]2[n:9][cH:10][n:11]3[c:12]2[CH2:13][N:14]([CH3:23])[C:15](=[O:22])[c:16]2[c:17]-3[cH:18][cH:19][cH:20][cH:21]2)[n:7]1>>[NH:1]([CH2:2][c:3]1[n:4][o:5][c:6](-[c:8]2[n:9][cH:10][n:11]3[c:12]2[CH2:13][N:14]([CH3:23])[C:15](=[O:22])[c:16]2[c:17]-3[cH:18][cH:19][cH:20][cH:21]2)[n:7]1)[CH2:25][c:26]1[cH:27][cH:28][cH:29][cH:30][cH:31]1. Starting materials: BrCc1ccccc1, CCN(C(C)C)C(C)C, ClCCl, CN1Cc2c(-c3nc(CN)no3)ncn2-c2ccccc2C1=O. Starting materials: ClC1=CC=C(C=N1)C1=CC=2N(C(N(C(C2N1)=O)CCC)=O)CCC (6-(6-chloropyridin-3-yl)-1,3-dipropyl-1H-pyrrolo[3,2-d]pyrimidine-2,4(3H,5H)-dione). Run in quartz, CN(CCN)C (N,N-dimethylethylenediamine), CCO (EtOH). Conditions: temperature 167.5 celsius, time 2 hour. The product is CN(CCNC1=CC=C(C=N1)C1=CC=2N(C(N(C(C2N1)=O)CCC)=O)CCC)C (6-(6-(2-(dimethylamino)ethylamino)pyridin-3-yl)-1,3-dipropyl-1H-pyrrolo[3,2-d]pyrimidine-2,4(3H,5H)-dione). Isolated yield 116.0%. RXN SMILES: Cl[C:2]1[N:7]=[CH:6][C:5]([C:8]2[NH:16][C:15]3[C:14](=[O:17])[N:13]([CH2:18][CH2:19][CH3:20])[C:12](=[O:21])[N:11]([CH2:22][CH2:23][CH3:24])[C:10]=3[CH:9]=2)=[CH:4][CH:3]=1>CN(C)CCN.CCO>[CH3:12][N:11]([CH3:22])[CH2:10][CH2:15][NH:16][C:2]1[N:7]=[CH:6][C:5]([C:8]2[NH:16][C:15]3[C:14](=[O:17])[N:13]([CH2:18][CH2:19][CH3:20])[C:12](=[O:21])[N:11]([CH2:22][CH2:23][CH3:24])[C:10]=3[CH:9]=2)=[CH:4][CH:3]=1. Procedure: 8a (135 mg) was suspended in N,N-dimethylethylenediamine (1.5 g) in EtOH (4 ml) in quartz tube and stirred at 160-175° C. under microwave (400 w) (CEM Mars) for 2 hrs. After cooling to room temperature, the solvent was removed and the solid was purified by column (26 g silica gel, RT Scientific) (CH2Cl2: MeOH=100:0 to 90:10). The fractions was evaporated and washed with ether to give the product (9c) (90 mg). HPLC condition: MeOH 40%-95% gradient in 10 minutes then MeOH 95%. Retention Time=5.32 ... Starting materials: COCCOCC(=O)Cl, CN(C)c1ccncc1, ClCCl, Cc1ccc(-n2nc(C(C)(C)C)cc2NC(=O)Nc2ccc(OCCc3ccncc3N)c3ccccc23)cc1. Yields the product COCCOCC(=O)Nc1cnccc1CCOc1ccc(NC(=O)Nc2cc(C(C)(C)C)nn2-c2ccc(C)cc2)c2ccccc12. RXN SMILES: [CH3:41][O:42][CH2:43][CH2:44][O:45][CH2:46][C:47](=[O:48])[Cl:49].[CH3:50][N:51]([c:52]1[cH:53][cH:54][n:55][cH:56][cH:57]1)[CH3:58].[Cl:59][CH2:60][Cl:61].[NH2:1][c:2]1[cH:3][n:4][cH:5][cH:6][c:7]1[CH2:8][CH2:9][O:10][c:11]1[cH:12][cH:13][c:14]([NH:21][C:22](=[O:23])[NH:24][c:25]2[cH:26][c:27]([C:37]([CH3:38])([CH3:39])[CH3:40])[n:28][n:29]2-[c:30]2[cH:31][cH:32][c:33]([CH3:36])[cH:34][cH:35]2)[c:15]2[cH:16][cH:17][cH:18][cH:19][c:20]12>>[NH:1]([c:2]1[cH:3][n:4][cH:5][cH:6][c:7]1[CH2:8][CH2:9][O:10][c:11]1[cH:12][cH:13][c:14]([NH:21][C:22](=[O:23])[NH:24][c:25]2[cH:26][c:27]([C:37]([CH3:38])([CH3:39])[CH3:40])[n:28][n:29]2-[c:30]2[cH:31][cH:32][c:33]([CH3:36])[cH:34][cH:35]2)[c:15]2[cH:16][cH:17][cH:18][cH:19][c:20]12)[C:47]([CH2:46][O:45][CH2:44][CH2:43][O:42][CH3:41])=[O:48]. Solvent: C(C)(=O)OCC (ethyl acetate). Conditions: temperature 0 celsius, time 8 hour. The reactants are COC1=CC=C(CNC(=O)C23CC4CC(CC(C2)C4)C3)C=C1 (N-(4-methoxybenzyl)-1-adamantanecarboxamide), C(Cl)Cl (methylene chloride), B(I)(I)I (boron triiodide). Reported procedure: Dissolve 3.0 g. of N-(4-methoxybenzyl)-1-adamantanecarboxamide in 25 ml. of methylene chloride and cool the solution to about -78°C. Add 2.6 g. of boron triiodide and allow the reaction mixture to warm up to about 0°C with vigorous stirring. Stir the reaction mixture at about 0°C overnight, then follow the procedure described in Example 6B and crystallize the residue obtained thereby from ethyl acetate to obtain the product of this Example, m.p. 196°-198°C. RXN SMILES: C[O:2][C:3]1[CH:22]=[CH:21][C:6]([CH2:7][NH:8][C:9]([C:11]23[CH2:20][CH:15]4[CH2:16][CH:17]([CH2:19][CH:13]([CH2:14]4)[CH2:12]2)[CH2:18]3)=[O:10])=[CH:5][CH:4]=1.C(Cl)Cl.B(I)(I)I>C(OCC)(=O)C>[OH:2][C:3]1[CH:4]=[CH:5][C:6]([CH2:7][NH:8][C:9]([C:11]23[CH2:12][CH:13]4[CH2:19][CH:17]([CH2:16][CH:15]([CH2:14]4)[CH2:20]2)[CH2:18]3)=[O:10])=[CH:21][CH:22]=1. Yields the product OC1=CC=C(CNC(=O)C23CC4CC(CC(C2)C4)C3)C=C1 (N-(4-Hydroxybenzyl)-1-adamantanecarboxamide).